From a dataset of the Open Reaction Database (ORD), a public repository of structured organic reaction records. describe an organic reaction: reactants, conditions, products, and yield The product is O=C(O)c1ccc(NC(=O)C(CC2CCCCC2)N2CC(Oc3c(F)cccc3Cl)=CC2=O)nc1. RXN SMILES: [CH3:1][O:2][C:3]([c:4]1[cH:5][n:6][c:7]([NH:10][C:11]([CH:12]([CH2:13][CH:14]2[CH2:15][CH2:16][CH2:17][CH2:18][CH2:19]2)[N:20]2[C:21](=[O:34])[CH:22]=[C:23]([O:25][c:26]3[c:27]([Cl:33])[cH:28][cH:29][cH:30][c:31]3[F:32])[CH2:24]2)=[O:35])[cH:8][cH:9]1)=[O:36].[CH3:44][CH2:45][O:46][C:47](=[O:48])[CH3:49].[Li+:37].[O:39]1[CH2:40][CH2:41][CH2:42][CH2:43]1.[OH-:38]>>[O:2]=[C:3]([c:4]1[cH:5][n:6][c:7]([NH:10][C:11]([CH:12]([CH2:13][CH:14]2[CH2:15][CH2:16][CH2:17][CH2:18][CH2:19]2)[N:20]2[C:21](=[O:34])[CH:22]=[C:23]([O:25][c:26]3[c:27]([Cl:33])[cH:28][cH:29][cH:30][c:31]3[F:32])[CH2:24]2)=[O:35])[cH:8][cH:9]1)[OH:36]. Reactants: COC(=O)c1ccc(NC(=O)C(CC2CCCCC2)N2CC(Oc3c(F)cccc3Cl)=CC2=O)nc1, CCOC(C)=O, [Li+], C1CCOC1, [OH-]. Reaction conditions: time 1.5 hour. The reactants are O=C1C=C2C=C[C@H]3[C@@H]4CC[C@@H]([C@@]4(C)CC[C@@H]3[C@]2(CC1)C)C(=O)NC1=C(C=CC=C1)C(F)(F)F ((17β)-3-oxo-N-[2-(trifluoromethyl)phenyl]androsta-4,6-diene-17-carboxamide), products 6-6and, [H-].[Na+] (NaH), [I-].C[S+](=O)(C)C (trimethylsulfoxonium iodide). Reported procedure: To a suspension of NaH (0.25 g, 6.18 mmol) in 7.4 mL DMSO (dried over molecular sieves) at room temperature under N2 was added trimethylsulfoxonium iodide (1.50 g, 6.85 mmol). The mixture was stirred for 1.5 hr. A solution of (17β)-3-oxo-N-[2-(trifluoromethyl)phenyl]androsta-4,6-diene-17-carboxamide (5-1) (0.68 g, 1.49 mmol) in 10 mL DMSO was added slowly. The solution was stirred at room temperature overnight. The reaction was then quenched by dropwise addition of 10% KHSO4 solution and extract... The solvent is CS(=O)C (DMSO), CS(=O)C (DMSO). Reaction SMILES: [H-].[Na+].[I-].[CH3:4][S+](C)(C)=O.[O:9]=[C:10]1[CH2:27][CH2:26][C@@:25]2([CH3:28])[C:12]([CH:13]=[CH:14][C@@H:15]3[C@@H:24]2[CH2:23][CH2:22][C@@:20]2([CH3:21])[C@H:16]3[CH2:17][CH2:18][C@@H:19]2[C:29]([NH:31][C:32]2[CH:37]=[CH:36][CH:35]=[CH:34][C:33]=2C(F)(F)F)=[O:30])=[CH:11]1>CS(C)=O>[CH3:28][C@:25]12[CH2:26][CH2:27][C:10](=[O:9])[CH:11]=[C:12]1[C@H:13]1[CH2:4][C@H:14]1[CH:15]1[CH:24]2[CH2:23][CH2:22][C@:20]2([CH3:21])[C@@H:19]([C:29]([NH:31][C:32]3[CH:33]=[CH:34][CH:35]=[CH:36][CH:37]=3)=[O:30])[CH2:18][CH2:17][CH:16]21 |f:0.1,2.3|. Product: C[C@]12C3CC[C@]4(C(C3[C@H]3[C@@H](C2=CC(CC1)=O)C3)CC[C@@H]4C(=O)NC4=CC=CC=C4)C ((1aS,5aR,7aS,8S,10cS)-5a,7a-dimethyl-3-oxo-N-phenyl-1,1a, 3,4,5,5a,5b,6,7,7a,8,9,10,10a,10b,10c-hexadecahydro-cyclopenta[a]cyclopropa[1]phenanthrene-8-carboxamide). The reactants are C[Si](C)(C)[N-][Si](C)(C)C, COc1cc2c(Cl)ncnc2cc1OCCCN1CCN(CCF)CC1, COCCC#Cc1cc(Cl)c(N)c2c1OCO2, [Na+], CN(C)C=O. Product: COCCC#Cc1cc(Cl)c(Nc2ncnc3cc(OCCCN4CCN(CCF)CC4)c(OC)cc23)c2c1OCO2. As a reaction SMILES: [CH3:44][Si:45]([N-:46][Si:47]([CH3:48])([CH3:49])[CH3:50])([CH3:51])[CH3:52].[Cl:1][c:2]1[n:3][cH:4][n:5][c:6]2[cH:7][c:8]([O:14][CH2:15][CH2:16][CH2:17][N:18]3[CH2:19][CH2:20][N:21]([CH2:24][CH2:25][F:26])[CH2:22][CH2:23]3)[c:9]([O:12][CH3:13])[cH:10][c:11]12.[Cl:27][c:28]1[c:29]([NH2:43])[c:30]2[c:31]([c:35]([C:37]#[C:38][CH2:39][CH2:40][O:41][CH3:42])[cH:36]1)[O:32][CH2:33][O:34]2.[Na+:53].[O:54]=[CH:55][N:56]([CH3:57])[CH3:58]>>[c:2]1([NH:43][c:29]2[c:28]([Cl:27])[cH:36][c:35]([C:37]#[C:38][CH2:39][CH2:40][O:41][CH3:42])[c:31]3[c:30]2[O:34][CH2:33][O:32]3)[n:3][cH:4][n:5][c:6]2[cH:7][c:8]([O:14][CH2:15][CH2:16][CH2:17][N:18]3[CH2:19][CH2:20][N:21]([CH2:24][CH2:25][F:26])[CH2:22][CH2:23]3)[c:9]([O:12][CH3:13])[cH:10][c:11]12. Starting materials: O=[N+]([O-])c1cc(Br)cc2nn(C3CCCCO3)cc12, CCO, CCOC(C)=O, [Cl-], [Fe], [NH4+], O. Yields the product Nc1cc(Br)cc2nn(C3CCCCO3)cc12. As a reaction SMILES: [Br:1][c:2]1[cH:3][c:4]([N+:17]([O-:18])=[O:19])[c:5]2[cH:6][n:7]([CH:11]3[O:12][CH2:13][CH2:14][CH2:15][CH2:16]3)[n:8][c:9]2[cH:10]1.[CH3:22][CH2:23][OH:24].[CH3:27][CH2:28][O:29][C:30](=[O:31])[CH3:32].[Cl-:20].[Fe:25].[NH4+:21].[OH2:26]>>[Br:1][c:2]1[cH:3][c:4]([NH2:17])[c:5]2[cH:6][n:7]([CH:11]3[O:12][CH2:13][CH2:14][CH2:15][CH2:16]3)[n:8][c:9]2[cH:10]1. The product is COC(C1=CC(=C(C=C1)N1CCN(CC1)C)N(C)CCOC)=O (3-[(2-methoxy-ethyl)-methyl-amino]-4-(4-methyl-piperazin-1-yl)benzoic acid Methyl Ester). Reaction SMILES: [CH3:1][O:2][C:3](=[O:22])[C:4]1[CH:9]=[CH:8][C:7]([N:10]2[CH2:15][CH2:14][N:13]([CH3:16])[CH2:12][CH2:11]2)=[C:6]([NH:17][CH2:18][CH2:19][O:20][CH3:21])[CH:5]=1.C=O.[BH3-][C:26]#N.[Na+]>C(O)(=O)C.CO>[CH3:1][O:2][C:3](=[O:22])[C:4]1[CH:9]=[CH:8][C:7]([N:10]2[CH2:11][CH2:12][N:13]([CH3:16])[CH2:14][CH2:15]2)=[C:6]([N:17]([CH2:18][CH2:19][O:20][CH3:21])[CH3:26])[CH:5]=1 |f:2.3|. Run in CO (MeOH), C(C)(=O)O (acetic acid). Starting materials: [BH3-]C#N.[Na+] (NaCNBH3), COC(C1=CC(=C(C=C1)N1CCN(CC1)C)NCCOC)=O (3-(2-methoxy-ethylamino)-4-(4-methyl-piperazin-1-yl)-benzoic acid methyl ester), aqueous solution, C=O (formaldehyde). The yield is 84.9%. Procedure details: To a solution of 170 mg of 3-(2-methoxy-ethylamino)-4-(4-methyl-piperazin-1-yl)-benzoic acid methyl ester (0.55 mmol, 1 eq.) in 5 mL of acetic acid were added 3 mL of aqueous solution of formaldehyde and the resulting mixture stirred for 10 minutes at room temperature; a solution of NaCNBH3 (680 mg, 11 mmol, 20 eq.) in 3 mL of MeOH was then added at 0° C. and the solution stirred for 5 minutes. The solvent was removed and the crude washed with water and dichloromethane. The combined organic laye... Run at time 10 minute. Reactants: [OH-].[K+] (Potassium hydroxide), resultant solution, COC=1C=C(C(=O)C2=CN(C3=CC=CC=C23)S(=O)(=O)C2=CC=CC=C2)C=CC1OC(CCN1CCN(CC1)C1=C(C=CC=C1)OC)C1=CC=C(C=C1)C (3-{3-Methoxy-4-{1-(4-methylphenyl)-3-[4-(2-methoxyphenyl)piperazin-1-yl]propoxy}benzoyl}-1-(phenylsulfonyl)indole). The solvent is CO (methanol). The product is COC=1C=C(C(=O)C2=CNC3=CC=CC=C23)C=CC1OC(CCN1CCN(CC1)C1=C(C=CC=C1)OC)C1=CC=C(C=C1)C (3-{3-methoxy-4-{l-(4-methylphenyl)-3-[4-(2-methoxyphenyl) piperazin-1-yl]propoxy}benzoyl}indole). Isolated yield 93.5%. Reaction SMILES: [CH3:1][O:2][C:3]1[CH:4]=[C:5]([CH:26]=[CH:27][C:28]=1[O:29][CH:30]([C:47]1[CH:52]=[CH:51][C:50]([CH3:53])=[CH:49][CH:48]=1)[CH2:31][CH2:32][N:33]1[CH2:38][CH2:37][N:36]([C:39]2[CH:44]=[CH:43][CH:42]=[CH:41][C:40]=2[O:45][CH3:46])[CH2:35][CH2:34]1)[C:6]([C:8]1[C:16]2[C:11](=[CH:12][CH:13]=[CH:14][CH:15]=2)[N:10](S(C2C=CC=CC=2)(=O)=O)[CH:9]=1)=[O:7].[OH-].[K+]>CO>[CH3:1][O:2][C:3]1[CH:4]=[C:5]([CH:26]=[CH:27][C:28]=1[O:29][CH:30]([C:47]1[CH:52]=[CH:51][C:50]([CH3:53])=[CH:49][CH:48]=1)[CH2:31][CH2:32][N:33]1[CH2:38][CH2:37][N:36]([C:39]2[CH:44]=[CH:43][CH:42]=[CH:41][C:40]=2[O:45][CH3:46])[CH2:35][CH2:34]1)[C:6]([C:8]1[C:16]2[C:11](=[CH:12][CH:13]=[CH:14][CH:15]=2)[NH:10][CH:9]=1)=[O:7] |f:1.2|. Reported procedure: 3-{3-Methoxy-4-{1-(4-methylphenyl)-3-[4-(2-methoxyphenyl)piperazin-1-yl]propoxy}benzoyl}-1-(phenylsulfonyl)indole (0.49 g) obtained in Step 4 was dissolved in methanol (10 ml). Potassium hydroxide (0.60 g) was added to the resultant solution and refluxed for 1 hour. After cooling, the solvent was distilled off. Water was added to the residue, followed by extraction with methylene chloride. The extract was washed with brine and then dried. The solvent was distilled off, obtaining 0.37 g of 3-{3-m... Reactants: COC1=CC=C2CC(C(C2=C1)=O)C(=O)OCC (ethyl 6-methoxy-indan-1-one-2-carboxylate). Reagents/catalysts: [Pd] (palladium/carbon). Run in CO (MeOH). Yields the product COC=1C=C2CC(CC2=CC1)C(=O)OCC (Ethyl 5-methoxy-indan-2-carboxylate). RXN SMILES: [CH3:1][O:2][C:3]1[CH:11]=[C:10]2[C:6]([CH2:7][CH:8]([C:13]([O:15][CH2:16][CH3:17])=[O:14])[C:9]2=O)=[CH:5][CH:4]=1>CO.[Pd]>[CH3:1][O:2][C:3]1[CH:11]=[C:10]2[C:6](=[CH:5][CH:4]=1)[CH2:7][CH:8]([C:13]([O:15][CH2:16][CH3:17])=[O:14])[CH2:9]2. Procedure: 32.0 g (0.145 mol) of ethyl 6-methoxy-indan-1-one-2-carboxylate [cf. H. O. House, C. B. Hudson, J. Org. Chem. 35 (1970) 3, 647-651] are hydrogenated with 20 bar of H2 at 50° C. for 5 h in 180 ml of MeOH in the presence of 5 g of palladium/carbon (5% strength) as a catalyst. The catalyst is filtered off, the methanol is stripped off in vacuo and the residue is distilled in a bulb tube furnace. Reactants: CN(C)CC1=CC2=C(CN(CC2)C(=O)C2=CC=3CC4=CC=CC=C4C3C=C2)O1 (N,N-Dimethyl-[6-(2-fluorenecarbonyl)-4,5,6,7-tetrahydrofuro[2,3-c]pyridin-2-ylmethyl]amine), Cl (hydrogen chloride). Run in CO (methanol), C(C)(=O)OCC (ethyl acetate). Product: Cl.CN(C)CC1=CC2=C(CN(CC2)C(=O)C2=CC=3CC4=CC=CC=C4C3C=C2)O1 (N,N-dimethyl-[6-(2-fluorenecarbonyl)-4,5,6,7-tetrahydrofuro[2,3-c]pyridin-2-ylmethyl]amine hydrochloride). As a reaction SMILES: [CH3:1][N:2]([CH2:4][C:5]1[O:28][C:8]2[CH2:9][N:10]([C:13]([C:15]3[CH:27]=[CH:26][C:25]4[C:24]5[C:19](=[CH:20][CH:21]=[CH:22][CH:23]=5)[CH2:18][C:17]=4[CH:16]=3)=[O:14])[CH2:11][CH2:12][C:7]=2[CH:6]=1)[CH3:3].[ClH:29]>CO.C(OCC)(=O)C>[ClH:29].[CH3:3][N:2]([CH2:4][C:5]1[O:28][C:8]2[CH2:9][N:10]([C:13]([C:15]3[CH:27]=[CH:26][C:25]4[C:24]5[C:19](=[CH:20][CH:21]=[CH:22][CH:23]=5)[CH2:18][C:17]=4[CH:16]=3)=[O:14])[CH2:11][CH2:12][C:7]=2[CH:6]=1)[CH3:1] |f:4.5|. Procedure: N,N-Dimethyl-[6-(2-fluorenecarbonyl)-4,5,6,7-tetrahydrofuro[2,3-c]pyridin-2-ylmethyl]amine 0.432 g was dissolved in 2 ml of methanol; hydrogen chloride in ethyl acetate was added in excess, followed by stirring. This mixture was concentrated, and recrystallized from methanol-diethyl ether to yield the desired product.